This data is from the Open Reaction Database (ORD), a public repository of structured organic reaction records. The task is: describe an organic reaction: reactants, conditions, products, and yield Procedure: Prepared from 2-bromo-4-{[(2,4-dimethoxy-benzyl)-ethoxycarbonylmethyl-amino]-methyl}-thiazole-5-carboxylic acid ethy ester, example 81(b), and 1-benzyl-1H-pyrazole-4-boronic acid under conditions analogous to experimental example 81(c). MS: (+) m/z 579.4 (M+1). Starting materials: C(C)OC(=O)C1=C(N=C(S1)Br)CN(CC(=O)OCC)CC1=C(C=C(C=C1)OC)OC (2-bromo-4-{[(2,4-dimethoxy-benzyl)-ethoxycarbonylmethyl-amino]-methyl}-thiazole-5-carboxylic acid ethy ester), C(C1=CC=CC=C1)N1N=CC(=C1)B(O)O (1-benzyl-1H-pyrazole-4-boronic acid). Yields the product C(C)OC(=O)C1=C(N=C(S1)C=1C=NN(C1)CC1=CC=CC=C1)CN(CC(=O)OCC)CC1=C(C=C(C=C1)OC)OC (2-(1-Benzyl-1H-pyrazol-4-yl)-4-{[(2,4-dimethoxy-benzyl)-ethoxycarbonylmethyl-amino]-methyl}-thiazole-5-carboxylic acid ethyl ester). As a reaction SMILES: [CH2:1]([O:3][C:4]([C:6]1[S:10][C:9](Br)=[N:8][C:7]=1[CH2:12][N:13]([CH2:20][C:21]1[CH:26]=[CH:25][C:24]([O:27][CH3:28])=[CH:23][C:22]=1[O:29][CH3:30])[CH2:14][C:15]([O:17][CH2:18][CH3:19])=[O:16])=[O:5])[CH3:2].[CH2:31]([N:38]1[CH:42]=[C:41](B(O)O)[CH:40]=[N:39]1)[C:32]1[CH:37]=[CH:36][CH:35]=[CH:34][CH:33]=1>>[CH2:1]([O:3][C:4]([C:6]1[S:10][C:9]([C:41]2[CH:40]=[N:39][N:38]([CH2:31][C:32]3[CH:37]=[CH:36][CH:35]=[CH:34][CH:33]=3)[CH:42]=2)=[N:8][C:7]=1[CH2:12][N:13]([CH2:20][C:21]1[CH:26]=[CH:25][C:24]([O:27][CH3:28])=[CH:23][C:22]=1[O:29][CH3:30])[CH2:14][C:15]([O:17][CH2:18][CH3:19])=[O:16])=[O:5])[CH3:2]. The reactants are C1CCOC1, Cc1sc(S(=O)(=O)Cl)cc1[N+](=O)[O-], [NH4+], [OH-]. Yields the product Cc1sc(S(N)(=O)=O)cc1[N+](=O)[O-]. Reaction SMILES: [CH2:16]1[O:17][CH2:18][CH2:19][CH2:20]1.[CH3:1][c:2]1[c:3]([N+:11](=[O:12])[O-:13])[cH:4][c:5]([S:7](=[O:8])(=[O:9])[Cl:10])[s:6]1.[NH4+:14].[OH-:15]>>[CH3:1][c:2]1[c:3]([N+:11](=[O:12])[O-:13])[cH:4][c:5]([S:7](=[O:8])(=[O:9])[NH2:14])[s:6]1. Reactants: oil, BrCBr (dibromomethane), [H-].[Na+] (sodium hydride), ClC1=CC=C(C=C1)C(C#N)CCOC1=CC=CC=C1 (2-(4-chlorophenyl)-4-phenoxybutanenitrile). The solvent is CN(C)C=O (DMF). Reaction conditions: time 3 hour. Product: BrCC(CCOC1=CC=CC=C1)(C#N)C1=CC=C(C=C1)Cl (1-bromo-2-(4-chlorophenyl)-2-cyano-4-phenoxybutane). Yield: 77.0%. Reaction SMILES: [H-].[Na+].[Cl:3][C:4]1[CH:9]=[CH:8][C:7]([CH:10]([CH2:13][CH2:14][O:15][C:16]2[CH:21]=[CH:20][CH:19]=[CH:18][CH:17]=2)[C:11]#[N:12])=[CH:6][CH:5]=1.[Br:22][CH2:23]Br>CN(C=O)C>[Br:22][CH2:23][C:10]([C:7]1[CH:6]=[CH:5][C:4]([Cl:3])=[CH:9][CH:8]=1)([C:11]#[N:12])[CH2:13][CH2:14][O:15][C:16]1[CH:17]=[CH:18][CH:19]=[CH:20][CH:21]=1 |f:0.1|. Procedure details: To a flask was added 6.1 g. (0.127 mole) of a 50% oil dispersion of sodium hydride. After washing the sodium hydride several times with hexane to remove the mineral oil, 50 ml. of dry DMF was added, then a solution of 30 g. (0.11 mole) of 2-(4-chlorophenyl)-4-phenoxybutanenitrile in 25 ml. of dry DMF was added dropwise at 0° C. The reaction was stirred and allowed to warm to room temperature over 1.5 hours, then 21.2 g. (0.127 mole) of dibromomethane was added dropwise at 15° C. Upon completion ... Starting materials: C(C=C)N1CCOCC1 (4-allylmorpholine), B1C2CCCC1CCC2 (9-BBN). The solvent is C1CCOC1 (THF). The product is C12CCCC(CCC1)B2CCCN2CCOCC2 (4-(3-(9-borabicyclo[3.3.1]nonan-9-yl)propyl)morpholine). RXN SMILES: [CH2:1]([N:4]1[CH2:9][CH2:8][O:7][CH2:6][CH2:5]1)[CH:2]=[CH2:3].[BH:10]1[CH:15]2[CH2:16][CH2:17][CH2:18][CH:11]1[CH2:12][CH2:13][CH2:14]2>C1COCC1>[CH:11]12[B:10]([CH2:3][CH2:2][CH2:1][N:4]3[CH2:9][CH2:8][O:7][CH2:6][CH2:5]3)[CH:15]([CH2:16][CH2:17][CH2:18]1)[CH2:14][CH2:13][CH2:12]2. Reported procedure: To a solution of 4-allylmorpholine (2.54 g, 20 mmol) in THF (40 mL) was added 9-BBN (2.44 g, 10 mmol). The reaction mixture was refluxed until the reaction was complete. After cooling to room temperature, the mixture was concentrated under reduced pressure to give the crude 4-(3-(9-borabicyclo[3.3.1]nonan-9-yl)propyl)morpholine that was used directly without further purification. LCMS ESI (+) m/z 250 (M+1) detected. The reactants are resultant mixture, C1(=CC=CC=C1)N=C=O (phenyl isocyanate), NC1C(N(C2=C(N(C1=O)CC(=O)N(C1=CC=C(C=C1)OC)C(C)C)C=CC=C2)C2=NC=CC=C2)=O (2-(3-Amino-2,4-dioxo-5-pyrdin-2-yl-2,3,4,5-tetrahydrobenzo[b][1,4]diazepin-1-yl)-N-isopropyl-N-(4-methoxy-phenyl)-acetamide). Solvent: C(Cl)Cl (methylene chloride), C(Cl)Cl (methylene chloride). The product is O=C1C(C(N(C2=C(N1CC(=O)N(C1=CC=C(C=C1)OC)C(C)C)C=CC=C2)C2=NC=CC=C2)=O)NC(=O)NC2=CC=CC=C2 (2-[2,4-Dioxo-3-(3-phenyl-ureido)-5-pyridin-2-yl-2,3,4,5-tetrahydrobenzo[b][1,4]diazepin-1-yl]-N-isopropyl-N-(4-methoxy-phenyl)-acetamide). Isolated yield 35.2%. Reaction SMILES: [C:1]1([N:7]=[C:8]=[O:9])[CH:6]=[CH:5][CH:4]=[CH:3][CH:2]=1.[NH2:10][CH:11]1[C:17](=[O:18])[N:16]([CH2:19][C:20]([N:22]([CH:31]([CH3:33])[CH3:32])[C:23]2[CH:28]=[CH:27][C:26]([O:29][CH3:30])=[CH:25][CH:24]=2)=[O:21])[C:15]2[CH:34]=[CH:35][CH:36]=[CH:37][C:14]=2[N:13]([C:38]2[CH:43]=[CH:42][CH:41]=[CH:40][N:39]=2)[C:12]1=[O:44]>C(Cl)Cl>[O:18]=[C:17]1[N:16]([CH2:19][C:20]([N:22]([CH:31]([CH3:33])[CH3:32])[C:23]2[CH:24]=[CH:25][C:26]([O:29][CH3:30])=[CH:27][CH:28]=2)=[O:21])[C:15]2[CH:34]=[CH:35][CH:36]=[CH:37][C:14]=2[N:13]([C:38]2[CH:43]=[CH:42][CH:41]=[CH:40][N:39]=2)[C:12](=[O:44])[CH:11]1[NH:10][C:8]([NH:7][C:1]1[CH:6]=[CH:5][CH:4]=[CH:3][CH:2]=1)=[O:9]. Procedure details: A solution of phenyl isocyanate (25.6 mg) in methylene chloride (1 ml) was added to a solution of 2-(3-Amino-2,4-dioxo-5-pyrdin-2-yl-2,3,4,5-tetrahydrobenzo[b][1,4]diazepin-1-yl)-N-isopropyl-N-(4-methoxy-phenyl)-acetamide (100 mg) in methylene chloride (1 ml) and the resultant mixture was stirred at rt for 4 h. The solvents were removed in vacuo and the residue was recrystalised from ethyl acetate to afford the title product (44 mg) as an off-white solid. 1H NMR (300 MHz, CDCl3); 1.03 (2×d, J=7 ...